Dataset: the Open Reaction Database (ORD), a public repository of structured organic reaction records. Task: describe an organic reaction: reactants, conditions, products, and yield Starting materials: FC(CNC1=CC(=CC=C1)C)(F)F (N-(2,2,2-trifluoroethyl)-m-toluidine), C([O-])(O)=O.[Na+] (sodium bicarbonate), S(=O)(=O)(OC)OC (dimethyl sulphate). Product: CN(C1=CC(=CC=C1)C)CC(F)(F)F (N-methyl N-(2,2,2-trifluoroethyl)-m-toluidine). RXN SMILES: [F:1][C:2]([F:13])([F:12])[CH2:3][NH:4][C:5]1[CH:10]=[CH:9][CH:8]=[C:7]([CH3:11])[CH:6]=1.[C:14](=O)(O)[O-].[Na+].S(OC)(OC)(=O)=O>>[CH3:14][N:4]([CH2:3][C:2]([F:12])([F:13])[F:1])[C:5]1[CH:10]=[CH:9][CH:8]=[C:7]([CH3:11])[CH:6]=1 |f:1.2|. Procedure details: The same method as in Example 2 is carried out using 56.7 parts of N-(2,2,2-trifluoroethyl)-m-toluidine, 53 parts of sodium bicarbonate and 75 parts of dimethyl sulphate. 52.8 parts, i.e. a yield equal to 86.7% of the theoretical yield, of N-methyl N-(2,2,2-trifluoroethyl)-m-toluidine are obtained. Starting materials: B(Br)(Br)Br (BBr3), COC=1C=C2CCC(CC2=CC1)C1(NC(OC1)=O)C (4-(6-methoxy-1,2,3,4-tetrahydronaphthalen-2-yl)-4-methyloxazolidin-2-one), Ice water. Solvent: ClCCl (dichloromethane), ClCCl (dichloromethane). Reaction conditions: temperature 20 celsius. Yields the product OC=1C=C2CCC(CC2=CC1)C1(NC(OC1)=O)C (4-(6-hydroxy-1,2,3,4-tetrahydronaphthalen-2-yl)-4-methyloxazolidin-2-one). Isolated yield 84.5%. RXN SMILES: C[O:2][C:3]1[CH:4]=[C:5]2[C:10](=[CH:11][CH:12]=1)[CH2:9][CH:8]([C:13]1([CH3:19])[CH2:17][O:16][C:15](=[O:18])[NH:14]1)[CH2:7][CH2:6]2.B(Br)(Br)Br>ClCCl>[OH:2][C:3]1[CH:4]=[C:5]2[C:10](=[CH:11][CH:12]=1)[CH2:9][CH:8]([C:13]1([CH3:19])[CH2:17][O:16][C:15](=[O:18])[NH:14]1)[CH2:7][CH2:6]2. Reported procedure: A stirred solution of 100 grams of 4-(6-methoxy-1,2,3,4-tetrahydronaphthalen-2-yl)-4-methyloxazolidin-2-one in 6 L dichloromethane was cooled to −80° C. under nitrogen. A solution of 177 g BBr3 in dichloromethane was added dropwise; during addition the reaction temperature was kept below −75° C. The reaction was stirred at 20° C. until the starting material was less than 2% by HPLC. Ice water was added to crystallize the solid, which was filtered, washed with water, and the cake was slurried in ... Reactants: FC1=CC=C(O)C=C1. Reagents/catalysts: N=1C=CC(=CC1C=2N=CC=C(C2)C(C)(C)C)C(C)(C)C, O1BOC(C)(C)C1(C)C, O1B(OC(C)(C)C1(C)C)B2OC(C)(C)C(O2)(C)C, C[OH2+].C[OH2+].C1CC=CCCC=C1.C1CC=CCCC=C1.[Ir].[Ir]. Solvent: C1CCCCC1. Reaction conditions: temperature 80 celsius, time 24 hour. Yields the product FC1=CC=C(O)C=C1B2OC(C)(C)C(O2)(C)C, FC1=CC=C(O)C(=C1)B2OC(C)(C)C(O2)(C)C. Yield: 10.0%. The reactants are CC(=O)C (acetone), N1CC(C1)NC(C1=CC(=C(C=C1)NC=1N=CC2=C(N(CC(C(N2C)=O)(F)F)C2CCCCC2)N1)OC)=O (N-(azetidin-3-yl)-4-(9-cyclohexyl-7,7-difluoro-5-methyl-6-oxo-6,7,8,9-tetrahydro-5H-pyrimido[4,5-b][1,4]diazepin-2-ylamino)-3-methoxybenzamide), CO (methanol), N1=CC=CC=C1.B (borane-pyridine). Run in ClCCl (dichloromethane), C(C)(=O)O (acetic acid). Conditions: time 3 hour. The product is C1(CCCCC1)N1C2=C(N(C(C(C1)(F)F)=O)C)C=NC(=N2)NC2=C(C=C(C(=O)NC1CN(C1)C(C)C)C=C2)OC (4-(9-cyclohexyl-7,7-difluoro-5-methyl-6-oxo-6,7,8,9-tetrahydro-5H-pyrimido[4,5-b][1,4]diazepin-2-ylamino)-N-(1-isopropylazetidin-3-yl)-3-methoxybenzamide), base. Yield: 16.0%. Reaction SMILES: [NH:1]1[CH2:4][CH:3]([NH:5][C:6](=[O:37])[C:7]2[CH:12]=[CH:11][C:10]([NH:13][C:14]3[N:15]=[CH:16][C:17]4[N:23]([CH3:24])[C:22](=[O:25])[C:21]([F:27])([F:26])[CH2:20][N:19]([CH:28]5[CH2:33][CH2:32][CH2:31][CH2:30][CH2:29]5)[C:18]=4[N:34]=3)=[C:9]([O:35][CH3:36])[CH:8]=2)[CH2:2]1.CO.[CH3:40][C:41]([CH3:43])=O.N1C=CC=CC=1.B>C(O)(=O)C.ClCCl>[CH:28]1([N:19]2[CH2:20][C:21]([F:27])([F:26])[C:22](=[O:25])[N:23]([CH3:24])[C:17]3[CH:16]=[N:15][C:14]([NH:13][C:10]4[CH:11]=[CH:12][C:7]([C:6]([NH:5][CH:3]5[CH2:4][N:1]([CH:41]([CH3:43])[CH3:40])[CH2:2]5)=[O:37])=[CH:8][C:9]=4[O:35][CH3:36])=[N:34][C:18]2=3)[CH2:33][CH2:32][CH2:31][CH2:30][CH2:29]1 |f:3.4|. Procedure: The title compound was synthesized by solubilizing N-(azetidin-3-yl)-4-(9-cyclohexyl-7,7-difluoro-5-methyl-6-oxo-6,7,8,9-tetrahydro-5H-pyrimido[4,5-b][1,4]diazepin-2-ylamino)-3-methoxybenzamide (33 mg, 0.07 mmol) in acetic acid: methanol: dichloromethane (1 mL of 1:2:2) and treatment with acetone (58 mg, 1.0 mmol), and borane-pyridine (100 μL, 0.8 mmol). The reaction was left to stir for 3 hours. The reaction solvent was removed and the final compound was purified by reverse phase HPLC and basif... The reactants are ClCC(=O)NCCCN1C(C2=CC=CC=C2C(=C1)C1=CC=CC=C1)=O (2-(2-chloroacetamidopropyl)-4-phenyl-1(2H)-isoquinolone), C1(C=2C(C(N1)=O)=CC=CC2)=O (phthalimide), C([O-])([O-])=O.[K+].[K+] (potassium carbonate), CN(C=O)C (dimethylformamide). The solvent is O (water). Conditions: temperature 80 celsius, time 5 hour. The product is NCC(=O)NCCCN1C(C2=CC=CC=C2C(=C1)C1=CC=CC=C1)=O (2-(2-aminoacetamidopropyl)-4-phenyl-1(2H)-isoquinolone). Yield: 34.3%. Reaction SMILES: Cl[CH2:2][C:3]([NH:5][CH2:6][CH2:7][CH2:8][N:9]1[CH:18]=[C:17]([C:19]2[CH:24]=[CH:23][CH:22]=[CH:21][CH:20]=2)[C:16]2[C:11](=[CH:12][CH:13]=[CH:14][CH:15]=2)[C:10]1=[O:25])=[O:4].C1(=O)[NH:30]C(=O)C2=CC=CC=C12.C(=O)([O-])[O-].[K+].[K+].CN(C)C=O>O>[NH2:30][CH2:2][C:3]([NH:5][CH2:6][CH2:7][CH2:8][N:9]1[CH:18]=[C:17]([C:19]2[CH:24]=[CH:23][CH:22]=[CH:21][CH:20]=2)[C:16]2[C:11](=[CH:12][CH:13]=[CH:14][CH:15]=2)[C:10]1=[O:25])=[O:4] |f:2.3.4|. Procedure: 7.1 g of 2-(2-chloroacetamidopropyl)-4-phenyl-1(2H)-isoquinolone, 3.7 g of phthalimide and 3.7 g of potassium carbonate were added to 50 ml of dimethylformamide, and the mixture was stirred at 80° C. for 5 hours. The resulting reaction mixture was poured into water and the precipitated crystals were collected by filtration, washed with water and dried in air. The resulting crystals and 2 g of hydrazine hydrate were added to 100 ml of ethanol and the mixture was heated at reflux for 3 hours. Afte...